Dataset: the Open Reaction Database (ORD), a public repository of structured organic reaction records. Task: describe an organic reaction: reactants, conditions, products, and yield The reactants are CCOC(=O)c1c(-c2ccc([N+](=O)[O-])cc2)c2c(N)ncnn2c1Br, CCO, O, O, Cl[Sn]Cl. Yields the product CCOC(=O)c1c(-c2ccc(N)cc2)c2c(N)ncnn2c1Br. As a reaction SMILES: [CH2:1]([CH3:2])[O:3][C:4](=[O:5])[c:6]1[c:7](-[c:17]2[cH:18][cH:19][c:20]([N+:23]([O-:24])=[O:25])[cH:21][cH:22]2)[c:8]2[c:9]([NH2:16])[n:10][cH:11][n:12][n:13]2[c:14]1[Br:15].[CH3:31][CH2:32][OH:33].[OH2:26].[OH2:27].[Sn:28]([Cl:29])[Cl:30]>>[CH2:1]([CH3:2])[O:3][C:4](=[O:5])[c:6]1[c:7](-[c:17]2[cH:18][cH:19][c:20]([NH2:23])[cH:21][cH:22]2)[c:8]2[c:9]([NH2:16])[n:10][cH:11][n:12][n:13]2[c:14]1[Br:15].